Task: describe an organic reaction: reactants, conditions, products, and yield. Dataset: the Open Reaction Database (ORD), a public repository of structured organic reaction records Reactants: Cc1cc(C)c(N2CCCc3c2nn(C)c3Br)c(C)c1, CCOC(C)=O, OB(O)c1ccccc1C(F)(F)F, [Na+], [Na+], O=C([O-])[O-], C1COCCO1, O. Yields the product Cc1cc(C)c(N2CCCc3c2nn(C)c3-c2ccccc2C(F)(F)F)c(C)c1. Reaction SMILES: [Br:1][c:2]1[n:3]([CH3:20])[n:4][c:5]2[c:10]1[CH2:9][CH2:8][CH2:7][N:6]2[c:11]1[c:12]([CH3:19])[cH:13][c:14]([CH3:18])[cH:15][c:16]1[CH3:17].[CH3:47][CH2:48][O:49][C:50](=[O:51])[CH3:52].[F:21][C:22]([c:23]1[c:24]([B:29]([OH:30])[OH:31])[cH:25][cH:26][cH:27][cH:28]1)([F:32])[F:33].[Na+:34].[Na+:35].[O-:36][C:37](=[O:38])[O-:39].[O:40]1[CH2:41][CH2:42][O:43][CH2:44][CH2:45]1.[OH2:46]>>[c:2]1(-[c:24]2[c:23]([C:22]([F:21])([F:32])[F:33])[cH:28][cH:27][cH:26][cH:25]2)[n:3]([CH3:20])[n:4][c:5]2[c:10]1[CH2:9][CH2:8][CH2:7][N:6]2[c:11]1[c:12]([CH3:19])[cH:13][c:14]([CH3:18])[cH:15][c:16]1[CH3:17]. Reactants: C(C1=CC=CC=C1)OCC=O (Benzyloxyacetaldehyde), solution, P(=O)([O-])([O-])[O-] (phosphate), Ketone, CC(=O)[C@H](O)[C@@H](O)CO (1-deoxy-L-xylulose), OCC(C)=O (hydroxyacetone). Run in C(C)#N (acetonitrile). Run at time 48 hour. The product is C(C1=CC=CC=C1)OCC1=CC=CC=C1 (Benzyl ether). Yield: 32.0%. As a reaction SMILES: [CH3:1][C:2]([C@@H:4]([C@H:6]([CH2:8]O)O)O)=O.[CH2:10]([O:17][CH2:18][CH:19]=O)[C:11]1[CH:16]=[CH:15][CH:14]=[CH:13][CH:12]=1.P([O-])([O-])([O-])=O.OCC(=O)C>C(#N)C>[CH2:10]([O:17][CH2:18][C:19]1[CH:8]=[CH:6][CH:4]=[CH:2][CH:1]=1)[C:11]1[CH:16]=[CH:15][CH:14]=[CH:13][CH:12]=1. Procedure: FIG. 41 illustrates Ketone 2111a was easily transformed to 1-deoxy-L-xylulose (1111) by hydrogenation. Benzyloxyacetaldehyde (80 mg, 0.53 mmol) in ) in ) 0.5 mL of acetonitrile, was added to 9 mL of a solution of antibody 38C2 (35 mg, 0.23 mmol) in PBS (phosphate buffer saline, 100 mM), followed by the addition of of hydroxyacetone. (0.5 mL, 6.3 mmol). After 48 hr at room temperature the reaction reached 56% conversion and the mixture was freeze dried. The remaining residue was extracted with me... Starting materials: O=C1c2cccc3cccc(c23)C(=O)N1CCN1CCN(c2ccccc2Cl)CC1, Cl, c1ccc(N2CCNCC2)cc1. The product is Clc1ccccc1N1CCNCC1. RXN SMILES: [Cl:14][c:15]1[c:16]([N:21]2[CH2:22][CH2:23][N:24]([CH2:27][CH2:28][N:29]3[C:30](=[O:31])[c:32]4[cH:33][cH:34][cH:35][c:36]5[c:37]4[c:38]([cH:39][cH:40][cH:41]5)[C:42]3=[O:43])[CH2:25][CH2:26]2)[cH:17][cH:18][cH:19][cH:20]1.[ClH:13].[c:1]1([N:2]2[CH2:3][CH2:4][NH:5][CH2:6][CH2:7]2)[cH:8][cH:9][cH:10][cH:11][cH:12]1>>[Cl:14][c:15]1[c:16]([N:21]2[CH2:22][CH2:23][NH:24][CH2:25][CH2:26]2)[cH:17][cH:18][cH:19][cH:20]1. The reactants are C1CCOC1, CCOC(C)=O, CC(C)(C)C(=O)COc1ccc(CO)cc1, BrP(Br)Br. Yields the product CC(C)(C)C(=O)COc1ccc(CBr)cc1. RXN SMILES: [CH2:21]1[O:22][CH2:23][CH2:24][CH2:25]1.[CH3:26][CH2:27][O:28][C:29]([CH3:30])=[O:31].[OH:5][CH2:6][c:7]1[cH:8][cH:9][c:10]([O:11][CH2:12][C:13]([C:14]([CH3:15])([CH3:16])[CH3:17])=[O:18])[cH:19][cH:20]1.[P:1]([Br:2])([Br:3])[Br:4]>>[Br:2][CH2:6][c:7]1[cH:8][cH:9][c:10]([O:11][CH2:12][C:13]([C:14]([CH3:15])([CH3:16])[CH3:17])=[O:18])[cH:19][cH:20]1.